Dataset: the Open Reaction Database (ORD), a public repository of structured organic reaction records. Task: describe an organic reaction: reactants, conditions, products, and yield The reagents and catalysts are Cl[Ti](Cl)(Cl)Cl (TiCl4). Procedure: To a solution of 2-(4-benzyloxy-phenyl)-3-ethyl-4-methyl-1-[4-(2-piperidin-1-yl-ethoxy)-phenyl]-5-trimethylsilanyloxy methyl-cyclohexanol in DCM (1 mL) was added TiCl4 (0.033 mL, 3 eq.) and the mixture stirred until reaction was done. The reaction mixture was diluted with ethyl acetate (10 mL), and washed with 5% NaHCO3 aqueous solution, then brine. The crude products was purified on HPLC to yield 4-{6-ethyl-4-hydroxymethyl-5-methyl-2-[4-(2-piperidin-1-yl-ethoxy)-phenyl]-cyclohex-1-enyl}-phenol. Product: C(C)C1C(C(CC(=C1C1=CC=C(C=C1)O)C1=CC=C(C=C1)OCCN1CCCCC1)CO)C (4-{6-ethyl-4-hydroxymethyl-5-methyl-2-[4-(2-piperidin-1-yl-ethoxy)-phenyl]-cyclohex-1-enyl}-phenol). The reactants are C(C1=CC=CC=C1)OC1=CC=C(C=C1)C1C(CC(C(C1CC)C)CO[Si](C)(C)C)(O)C1=CC=C(C=C1)OCCN1CCCCC1 (2-(4-benzyloxy-phenyl)-3-ethyl-4-methyl-1-[4-(2-piperidin-1-yl-ethoxy)-phenyl]-5-trimethylsilanyloxy methyl-cyclohexanol). RXN SMILES: C([O:8][C:9]1[CH:14]=[CH:13][C:12]([CH:15]2[CH:20]([CH2:21][CH3:22])[CH:19]([CH3:23])[CH:18]([CH2:24][O:25][Si](C)(C)C)[CH2:17][C:16]2([C:31]2[CH:36]=[CH:35][C:34]([O:37][CH2:38][CH2:39][N:40]3[CH2:45][CH2:44][CH2:43][CH2:42][CH2:41]3)=[CH:33][CH:32]=2)O)=[CH:11][CH:10]=1)C1C=CC=CC=1>C(Cl)Cl.C(OCC)(=O)C.Cl[Ti](Cl)(Cl)Cl>[CH2:21]([CH:20]1[C:15]([C:12]2[CH:13]=[CH:14][C:9]([OH:8])=[CH:10][CH:11]=2)=[C:16]([C:31]2[CH:32]=[CH:33][C:34]([O:37][CH2:38][CH2:39][N:40]3[CH2:41][CH2:42][CH2:43][CH2:44][CH2:45]3)=[CH:35][CH:36]=2)[CH2:17][CH:18]([CH2:24][OH:25])[CH:19]1[CH3:23])[CH3:22]. Solvent: C(Cl)Cl (DCM), C(C)(=O)OCC (ethyl acetate).